This data is from the Open Reaction Database (ORD), a public repository of structured organic reaction records. The task is: describe an organic reaction: reactants, conditions, products, and yield The reactants are BrC/C=C/C(=O)OC (methyl 4-bromocrotonate), N1=CC=CC=C1 (pyridine). Product: [Br-].C(\C=C\C)(=O)[O-].CC1=NC=C[CH2+]=C1.CC1=NC=C[CH2+]=C1 (methyl 4-pyridiniumcrotonate bromide). Isolated yield 71.0%. Reaction SMILES: [Br:1][CH2:2]/[CH:3]=[CH:4]/[C:5]([O:7]C)=[O:6].[N:9]1[CH:14]=[CH:13][CH:12]=[CH:11][CH:10]=1>>[Br-:1].[C:5]([O-:7])(=[O:6])/[CH:4]=[CH:3]/[CH3:2].[CH3:2][C:10]1[CH:11]=[CH2+:12][CH:13]=[CH:14][N:9]=1.[CH3:5][C:4]1[CH:3]=[CH2+:2][CH:11]=[CH:10][N:9]=1 |f:2.3.4.5|. Procedure: The title compound was prepared as described in Example 1 from pyridine and methyl 4-bromocrotonate in a yield of 71%. As a reaction SMILES: [C:1](=[N:4][OH:5])([NH2:3])[CH3:2].[H-].[Na+].CO[C:10](=O)[C:11]1[CH:16]=[CH:15][CH:14]=[N:13][C:12]=1[N:17]1[CH:21]=[C:20]([CH2:22][N:23]2[CH2:39][CH2:38][C:26]3([C:31]4[S:32][C:33]([Cl:35])=[CH:34][C:30]=4[C:29]([F:37])([F:36])[CH2:28][O:27]3)[CH2:25][CH2:24]2)[C:19]([CH3:40])=[N:18]1>O1CCCC1>[Cl:35][C:33]1[S:32][C:31]2[C:26]3([CH2:25][CH2:24][N:23]([CH2:22][C:20]4[C:19]([CH3:40])=[N:18][N:17]([C:12]5[C:11]([C:10]6[O:5][N:4]=[C:1]([CH3:2])[N:3]=6)=[CH:16][CH:15]=[CH:14][N:13]=5)[CH:21]=4)[CH2:39][CH2:38]3)[O:27][CH2:28][C:29]([F:36])([F:37])[C:30]=2[CH:34]=1 |f:1.2|. Reported procedure: To a solution of acetamide oxime (154 mg, 2.1 mmol) in 7 mL tetrahydrofuran, are added under argon 139 mg of grinded 4A molecular sieves and sodium hydride (2.1 mmol; 84 mg as 60% in mineral oil). The mixture is allowed to stir for 30 min at 50° C. After cooling to room temperature, 2-(4-((2′-chloro-4′,4′-difluoro-4′,5′-dihydrospiro[piperidine-4,7′-thieno[2,3-c]pyran]-1-yl)methyl)-3-methyl-1H-pyrazol-1-yl)-nicotinic acid methyl ester (309 mg, 0.6 mmol) is added and then the mixture is heated at ... Run at temperature 50 celsius, time 30 minute. The reactants are COC(C1=C(N=CC=C1)N1N=C(C(=C1)CN1CCC2(OCC(C3=C2SC(=C3)Cl)(F)F)CC1)C)=O (2-(4-((2′-chloro-4′,4′-difluoro-4′,5′-dihydrospiro[piperidine-4,7′-thieno[2,3-c]pyran]-1-yl)methyl)-3-methyl-1H-pyrazol-1-yl)-nicotinic acid methyl ester), 4A, [H-].[Na+] (sodium hydride), C(C)(N)=NO (acetamide oxime). Product: ClC1=CC2=C(C3(OCC2(F)F)CCN(CC3)CC=3C(=NN(C3)C3=NC=CC=C3C3=NC(=NO3)C)C)S1 (2-(4-((2′-Chloro-4′,4′-difluoro-4,5′-dihydrospiro[piperidine-4,7′-thieno[2,3-c]pyran]-1-yl)methyl)-3-methyl-1H-pyrazol-1-yl)-3-(3-methyl-1,2,4-oxadiazol-5-yl)-pyridine). Yield: 22.2%. Solvent: O1CCCC1 (tetrahydrofuran). The reactants are N(/N)=C\C1=C(C=CC=C1)NS(=O)(=O)C1=CC=C(C=C1)C(F)(F)F (N-{2-[(E)-hydrazonomethyl]phenyl}-4-(trifluoromethyl)benzenesulfonamide), O (water), ClC=1C=C(C=CC1)CC(=O)O ((3-chlorophenyl)acetic acid), Cl.C(C)N=C=NCCCN(C)C (1-ethyl-3-(3-dimethylaminopropyl)carbodiimide hydrochloride). Reagents/catalysts: CN(C1=CC=NC=C1)C (4-dimethylaminopyridine). Run in CN(C(C)=O)C (N,N-dimethylacetamide). Conditions: time 18 hour. Yields the product ClC=1C=C(C=CC1)CC(=O)N\N=C\C1=C(C=CC=C1)NS(=O)(=O)C1=CC=C(C=C1)C(F)(F)F (N-[2-((E)-{[(3-chlorophenyl)acetyl]hydrazono}methyl)phenyl]-4-(trifluoromethyl)benzenesulfonamide). The yield is 60.0%. RXN SMILES: [Cl:1][C:2]1[CH:3]=[C:4]([CH2:8][C:9]([OH:11])=O)[CH:5]=[CH:6][CH:7]=1.[N:12](=[CH:14]/[C:15]1[CH:20]=[CH:19][CH:18]=[CH:17][C:16]=1[NH:21][S:22]([C:25]1[CH:30]=[CH:29][C:28]([C:31]([F:34])([F:33])[F:32])=[CH:27][CH:26]=1)(=[O:24])=[O:23])\[NH2:13].Cl.C(N=C=NCCCN(C)C)C.O>CN(C)C1C=CN=CC=1.CN(C)C(=O)C>[Cl:1][C:2]1[CH:3]=[C:4]([CH2:8][C:9]([NH:13]/[N:12]=[CH:14]/[C:15]2[CH:20]=[CH:19][CH:18]=[CH:17][C:16]=2[NH:21][S:22]([C:25]2[CH:30]=[CH:29][C:28]([C:31]([F:32])([F:33])[F:34])=[CH:27][CH:26]=2)(=[O:24])=[O:23])=[O:11])[CH:5]=[CH:6][CH:7]=1 |f:2.3|. Procedure: A flask is charged with (3-chlorophenyl)acetic acid (0.34 mmol), 4-dimethylaminopyridine (0.66 mmol), a solution of N-{2-[(E)-hydrazonomethyl]phenyl}-4-(trifluoromethyl)benzenesulfonamide (0.33 mmol) in N,N-dimethylacetamide (1 mL), and 1-ethyl-3-(3-dimethylaminopropyl)carbodiimide hydrochloride (0.33 mmol). The reaction is stirred at room temperature for 18 hours. The reaction is worked up either by adding water and obtaining a solid precipitate, or by evaporating the reaction mixture. The prod... The reactants are N1CCNCC1 (piperazine), C(C1CO1)OC1=CC=C(C=C1)Cl (p-chlorophenyl glycidyl ether). Run in CO (methanol). The product is ClC1=CC=C(OCC(CN2CCN(CC2)CC(COC2=CC=C(C=C2)Cl)O)O)C=C1 (N,N'-bis[3-(4-chlorophenoxy)-2-hydroxypropyl]piperazine). As a reaction SMILES: [NH:1]1[CH2:6][CH2:5][NH:4][CH2:3][CH2:2]1.[CH2:7]([O:11][C:12]1[CH:17]=[CH:16][C:15]([Cl:18])=[CH:14][CH:13]=1)[CH:8]1[O:10][CH2:9]1>CO>[Cl:18][C:15]1[CH:16]=[CH:17][C:12]([O:11][CH2:7][CH:8]([OH:10])[CH2:9][N:1]2[CH2:6][CH2:5][N:4]([CH2:9][CH:8]([OH:10])[CH2:7][O:11][C:12]3[CH:17]=[CH:16][C:15]([Cl:18])=[CH:14][CH:13]=3)[CH2:3][CH2:2]2)=[CH:13][CH:14]=1. Procedure: While 9.3 g of piperazine is refluxed in 50 ml of methanol with stirring, 10 g of p-chlorophenyl glycidyl ether are added dropwise over a period of 1.5 hours. After the addition has been completed, the mixture is refluxed with stirring for a further 1.5 hours, and then concentrated to dryness under reduced pressure. The residue is dissolved in dilute hydrochloric acid and extracted with ethyl acetate. The water layer is rendered basic with sodium hydroxide, extracted first with benzene from whic... Starting materials: Clc1cc(Cl)c2c(c1)CCN2, COCC(C)n1cc(Cl)nc(Cl)c1=O. The product is COCC(C)n1cc(Cl)nc(N2CCc3cc(Cl)cc(Cl)c32)c1=O. Reaction SMILES: [Cl:15][c:16]1[cH:17][c:18]2[c:22]([c:23]([Cl:25])[cH:24]1)[NH:21][CH2:20][CH2:19]2.[Cl:1][c:2]1[c:3](=[O:14])[n:4]([CH:9]([CH2:10][O:11][CH3:12])[CH3:13])[cH:5][c:6]([Cl:8])[n:7]1>>[c:2]1([N:21]2[CH2:20][CH2:19][c:18]3[cH:17][c:16]([Cl:15])[cH:24][c:23]([Cl:25])[c:22]32)[c:3](=[O:14])[n:4]([CH:9]([CH2:10][O:11][CH3:12])[CH3:13])[cH:5][c:6]([Cl:8])[n:7]1. Starting materials: C(C)(=O)N1CCOC2=C1C=CC(=C2)NC(C)=O (4-Acetyl-7-acetamido-3,4-dihydro-2H-1, 4-benzoxazine), [N+](=O)(O)[O-] (nitric acid). The solvent is C(C)(=O)OC(C)=O (acetic anhydrid). Reaction conditions: time 0.5 hour. Product: C(C)(=O)N1CCOC2=C1C=C(C(=C2)NC(C)=O)[N+](=O)[O-] (4-Acetyl-7-acetamido-6-nitro-3,4-dihydro-2H-1,4-benzoxazine). The yield is 82.0%. Reaction SMILES: [C:1]([N:4]1[C:9]2[CH:10]=[CH:11][C:12]([NH:14][C:15](=[O:17])[CH3:16])=[CH:13][C:8]=2[O:7][CH2:6][CH2:5]1)(=[O:3])[CH3:2].[N+:18]([O-])([OH:20])=[O:19]>C(OC(=O)C)(=O)C>[C:1]([N:4]1[C:9]2[CH:10]=[C:11]([N+:18]([O-:20])=[O:19])[C:12]([NH:14][C:15](=[O:17])[CH3:16])=[CH:13][C:8]=2[O:7][CH2:6][CH2:5]1)(=[O:3])[CH3:2]. Procedure: To a stirred solution of 5 (5.0 g) in acetic anhydrid (50 ml) in an ice bath was added slowly fuming nitric acid (5 ml). The mixture was stirred for 0.5 h and the yellow precipitate was filtered, washed with water three times and dried under reduced pressure to give 4.9 g (82%) of 6: mp 199°-202° C.; MS m/e 279 (M+). Starting materials: [N+](=O)([O-])C=1C=C(C=O)C=CC1 (3-Nitrobenzaldehyde), C(CC(=O)C)(=O)OCCC1=CC=C(C=C1)N1CCN(CC1)C(C1=CC=CC=C1)C1=CC=CC=C1 ([p-(4-benzhydrylpiperazino)phenyl]ethyl acetoacetate), N\C(=C/C(=O)OC)\C (methyl 3-aminocrotonate), C(C)(C)O (Isopropanol). Product: CC=1NC(=C(C(C1C(=O)OCCC1=CC=C(C=C1)N1CCN(CC1)C(C1=CC=CC=C1)C1=CC=CC=C1)C1=CC(=CC=C1)[N+](=O)[O-])C(=O)OC)C (2-[p-(4-benzhydrylpiperazino)phenyl]ethyl methyl 2,6-dimethyl-4-(3-nitrophenyl)-l,4-dihydropyridine-3,5-dicarboxylate). Isolated yield 48.0%. As a reaction SMILES: [N+:1]([C:4]1[CH:5]=[C:6]([CH:9]=[CH:10][CH:11]=1)[CH:7]=O)([O-:3])=[O:2].[C:12]([O:18][CH2:19][CH2:20][C:21]1[CH:26]=[CH:25][C:24]([N:27]2[CH2:32][CH2:31][N:30]([CH:33]([C:40]3[CH:45]=[CH:44][CH:43]=[CH:42][CH:41]=3)[C:34]3[CH:39]=[CH:38][CH:37]=[CH:36][CH:35]=3)[CH2:29][CH2:28]2)=[CH:23][CH:22]=1)(=[O:17])[CH2:13]C(C)=O.[NH2:46]/[C:47](/[CH3:53])=[CH:48]\[C:49]([O:51][CH3:52])=[O:50].[CH:54](O)(C)[CH3:55]>>[CH3:54][C:55]1[NH:46][C:47]([CH3:53])=[C:48]([C:49]([O:51][CH3:52])=[O:50])[CH:7]([C:6]2[CH:9]=[CH:10][CH:11]=[C:4]([N+:1]([O-:3])=[O:2])[CH:5]=2)[C:13]=1[C:12]([O:18][CH2:19][CH2:20][C:21]1[CH:26]=[CH:25][C:24]([N:27]2[CH2:32][CH2:31][N:30]([CH:33]([C:34]3[CH:35]=[CH:36][CH:37]=[CH:38][CH:39]=3)[C:40]3[CH:45]=[CH:44][CH:43]=[CH:42][CH:41]=3)[CH2:29][CH2:28]2)=[CH:23][CH:22]=1)=[O:17]. Reported procedure: 3-Nitrobenzaldehyde (1.144 g, 7.57 mmol), [p-(4-benzhydrylpiperazino)phenyl]ethyl acetoacetate (3.464 g, 7.59 mmol) and methyl 3-aminocrotonate (873 mg, 7.58 mmol) were charged in a 100 ml-eggplant type flask. Isopropanol (12 ml) was added thereto. The flask was equipped with a Dimroth condenser and refluxed under heating for 16 hours. The reaction solvent was distilled away under reduced pressure and the residue was separated by column chromatography [silica gel, chloroform--methanol (45:1)] an...